This data is from the Open Reaction Database (ORD), a public repository of structured organic reaction records. The task is: describe an organic reaction: reactants, conditions, products, and yield The reactants are CO, CCN(C(C)C)C(C)C, ClCCl, Cc1cc2c(cc1-c1ccc(N)nc1)OC(F)(F)O2, O=C(Cl)c1c(F)cccc1F, [Na+], C1CCOC1, [OH-]. Product: Cc1cc2c(cc1-c1ccc(NC(=O)c3c(F)cccc3F)nc1)OC(F)(F)O2. As a reaction SMILES: [CH3:48][OH:49].[CH:31]([N:32]([CH2:33][CH3:34])[CH:35]([CH3:36])[CH3:37])([CH3:38])[CH3:39].[Cl:40][CH2:41][Cl:42].[F:12][C:13]1([F:30])[O:14][c:15]2[c:16]([cH:18][c:19]([CH3:29])[c:20](-[c:22]3[cH:23][cH:24][c:25]([NH2:28])[n:26][cH:27]3)[cH:21]2)[O:17]1.[F:1][c:2]1[c:3]([C:4](=[O:5])[Cl:6])[c:7]([F:11])[cH:8][cH:9][cH:10]1.[Na+:51].[O:43]1[CH2:44][CH2:45][CH2:46][CH2:47]1.[OH-:50]>>[F:1][c:2]1[c:3]([C:4](=[O:5])[NH:28][c:25]2[cH:24][cH:23][c:22](-[c:20]3[c:19]([CH3:29])[cH:18][c:16]4[c:15]([cH:21]3)[O:14][C:13]([F:12])([F:30])[O:17]4)[cH:27][n:26]2)[c:7]([F:11])[cH:8][cH:9][cH:10]1. The reactants are CN(C(=O)Cl)c1ccccc1, Cc1ccc(O)cn1. The product is Cc1ccc(OC(=O)N(C)c2ccccc2)cn1. Reaction SMILES: [CH3:9][N:10]([C:11](=[O:12])[Cl:13])[c:14]1[cH:15][cH:16][cH:17][cH:18][cH:19]1.[OH:1][c:2]1[cH:3][n:4][c:5]([CH3:8])[cH:6][cH:7]1>>[O:1]([c:2]1[cH:3][n:4][c:5]([CH3:8])[cH:6][cH:7]1)[C:11]([N:10]([CH3:9])[c:14]1[cH:15][cH:16][cH:17][cH:18][cH:19]1)=[O:12].